From a dataset of the Open Reaction Database (ORD), a public repository of structured organic reaction records. describe an organic reaction: reactants, conditions, products, and yield Product: CC(C)(C)NC(=O)N1CC(OC(c2ccc(S(C)(=O)=O)cc2)c2ccccc2C(F)(F)F)C1. Starting materials: CC(C)(C)N=C=O, ClCCl, CS(=O)(=O)c1ccc(C(OC2CNC2)c2ccccc2C(F)(F)F)cc1. Reaction SMILES: [C:27]([CH3:28])([CH3:29])([CH3:30])[N:31]=[C:32]=[O:33].[Cl:34][CH2:35][Cl:36].[F:1][C:2]([c:3]1[c:4]([CH:5]([c:6]2[cH:7][cH:8][c:9]([S:12](=[O:13])(=[O:14])[CH3:15])[cH:10][cH:11]2)[O:16][CH:17]2[CH2:18][NH:19][CH2:20]2)[cH:21][cH:22][cH:23][cH:24]1)([F:25])[F:26]>>[F:1][C:2]([c:3]1[c:4]([CH:5]([c:6]2[cH:7][cH:8][c:9]([S:12](=[O:13])(=[O:14])[CH3:15])[cH:10][cH:11]2)[O:16][CH:17]2[CH2:18][N:19]([C:32]([NH:31][C:27]([CH3:28])([CH3:29])[CH3:30])=[O:33])[CH2:20]2)[cH:21][cH:22][cH:23][cH:24]1)([F:25])[F:26]. Starting materials: Example 15 ( 3 ), C(C1=CC=CC=C1)OC(=O)NC(=N)C=1C=CC2=C(C=C(O2)C(=O)O)C1 (5-(benzyloxycarbonylamidino)-2-benzofurancarboxylic acid), N[C@@H]1CC[C@H](CC1)N(C(=O)OC(C)(C)C)CC(=O)OC(C)(C)C (t-butyl trans -[4-aminocyclohexyl-N-(t-butoxycarbonyl)amino]acetate). Yields the product C(C1=CC=CC=C1)OC(=O)NC(=N)C=1C=CC2=C(C=C(O2)C(=O)N[C@@H]2CC[C@H](CC2)N(C(=O)OC(C)(C)C)CC(=O)OC(C)(C)C)C1 (t-butyl trans-[4-[[5-(benzyloxycarbonylamidino)-2-benzofuranyl]carbonylamino]cyclohexyl-N-(t-butoxycarbonyl)amino]acetate). The yield is 37.3%. As a reaction SMILES: [CH2:1]([O:8][C:9]([NH:11][C:12]([C:14]1[CH:15]=[CH:16][C:17]2[O:21][C:20]([C:22]([OH:24])=O)=[CH:19][C:18]=2[CH:25]=1)=[NH:13])=[O:10])[C:2]1[CH:7]=[CH:6][CH:5]=[CH:4][CH:3]=1.[NH2:26][C@H:27]1[CH2:32][CH2:31][C@H:30]([N:33]([CH2:41][C:42]([O:44][C:45]([CH3:48])([CH3:47])[CH3:46])=[O:43])[C:34]([O:36][C:37]([CH3:40])([CH3:39])[CH3:38])=[O:35])[CH2:29][CH2:28]1>>[CH2:1]([O:8][C:9]([NH:11][C:12]([C:14]1[CH:15]=[CH:16][C:17]2[O:21][C:20]([C:22]([NH:26][C@H:27]3[CH2:28][CH2:29][C@H:30]([N:33]([CH2:41][C:42]([O:44][C:45]([CH3:48])([CH3:47])[CH3:46])=[O:43])[C:34]([O:36][C:37]([CH3:38])([CH3:39])[CH3:40])=[O:35])[CH2:31][CH2:32]3)=[O:24])=[CH:19][C:18]=2[CH:25]=1)=[NH:13])=[O:10])[C:2]1[CH:7]=[CH:6][CH:5]=[CH:4][CH:3]=1. Reported procedure: In the same manner as in Example 15 (3), 5-(benzyloxycarbonylamidino)-2-benzofurancarboxylic acid (690 mg, 2.04 mmol) and t-butyl trans -[4-aminocyclohexyl-N-(t-butoxycarbonyl)amino]acetate (670 mg, 2.04 mmol) were condensed and purified by silica gel column chromatography (n-hexane/ethyl acetate=2/3) to give 493 mg of t-butyl trans-[4-[[5-(benzyloxycarbonylamidino)-2-benzofuranyl]carbonylamino]cyclohexyl-N-(t-butoxycarbonyl)amino]acetate as a colorless solid (37%).